This data is from the Open Reaction Database (ORD), a public repository of structured organic reaction records. The task is: describe an organic reaction: reactants, conditions, products, and yield Reactants: NC=1SC(=C(N1)C)C(=O)OCC (ethyl 2-amino-4-methylthiazole-5-carboxylate), [OH-].[Na+] (sodium hydroxide), O1CCCC1 (tetrahydrofuran). Solvent: O (water). Yields the product NC=1SC(=C(N1)C)C(=O)O (2-amino-4-methylthiazole-5-carboxylic acid). Yield: 94.0%. As a reaction SMILES: [NH2:1][C:2]1[S:3][C:4]([C:8]([O:10]CC)=[O:9])=[C:5]([CH3:7])[N:6]=1.[OH-].[Na+].O1CCCC1>O>[NH2:1][C:2]1[S:3][C:4]([C:8]([OH:10])=[O:9])=[C:5]([CH3:7])[N:6]=1 |f:1.2|. Reported procedure: A solution of ethyl 2-amino-4-methylthiazole-5-carboxylate (6.58 g, 35.00 mmol) and sodium hydroxide (5.40 g, 135.00 mmol) in the mixture of tetrahydrofuran (60 mL) and water (30 mL) was heated at reflux for 18 hours. The tetrahydrofuran was removed in vacuo, and the aqueous solution was neutralized with 5% HCl solution to pH 5-6. The precipitated solid was collected by filtration, washed with water and dried to afford 2-amino-4-methylthiazole-5-carboxylic acid as a white solid in 94% yield (5.2... Starting materials: COc1nc(C)cnc1NC(=O)OCC(C)C, O=S(=O)(Cl)c1cccnc1Cl. Product: COc1nc(C)cnc1N(C(=O)OCC(C)C)S(=O)(=O)c1cccnc1Cl. RXN SMILES: [CH3:12][O:13][c:14]1[c:15]([NH:21][C:22]([O:23][CH2:24][CH:25]([CH3:26])[CH3:27])=[O:28])[n:16][cH:17][c:18]([CH3:20])[n:19]1.[Cl:1][c:2]1[n:3][cH:4][cH:5][cH:6][c:7]1[S:8](=[O:9])(=[O:10])[Cl:11]>>[Cl:1][c:2]1[n:3][cH:4][cH:5][cH:6][c:7]1[S:8](=[O:9])(=[O:10])[N:21]([c:15]1[c:14]([O:13][CH3:12])[n:19][c:18]([CH3:20])[cH:17][n:16]1)[C:22]([O:23][CH2:24][CH:25]([CH3:26])[CH3:27])=[O:28]. The reactants are ClC1=CC(=C(C=C1)NS(=O)(=O)C(F)(F)F)C(CC)=O (N-(4-chloro-2-propionylphenyl)trifluoromethanesulfonamide), Cl.FC1=CC=C(C=C1)ON (O-(4-fluorophenyl)hydroxylamine hydrochloride), CC(=O)[O-].[Na+] (NaOAc). Solvent: CCO (EtOH). Yields the product ClC1=CC(=C(C=C1)NS(=O)(=O)C(F)(F)F)C(CC)=NOC1=CC=C(C=C1)F (N-{4-chloro-2-[1-(4-fluorophenoxyimino)propyl]phenyl}trifluoromethanesulfonamide). Isolated yield 81.0%. Reaction SMILES: [Cl:1][C:2]1[CH:7]=[CH:6][C:5]([NH:8][S:9]([C:12]([F:15])([F:14])[F:13])(=[O:11])=[O:10])=[C:4]([C:16](=O)[CH2:17][CH3:18])[CH:3]=1.Cl.[F:21][C:22]1[CH:27]=[CH:26][C:25]([O:28][NH2:29])=[CH:24][CH:23]=1.CC([O-])=O.[Na+]>CCO>[Cl:1][C:2]1[CH:7]=[CH:6][C:5]([NH:8][S:9]([C:12]([F:15])([F:14])[F:13])(=[O:11])=[O:10])=[C:4]([C:16](=[N:29][O:28][C:25]2[CH:26]=[CH:27][C:22]([F:21])=[CH:23][CH:24]=2)[CH2:17][CH3:18])[CH:3]=1 |f:1.2,3.4|. Procedure: A solution of N-(4-chloro-2-propionylphenyl)trifluoromethanesulfonamide 22 (386 mg, 1.22 mmol), O-(4-fluorophenyl)hydroxylamine hydrochloride (200 mg, 1.22 mmol) and anhydrous NaOAc (110 mg, 1.34 mmol) in EtOH (18 mL) was stirred for 15 hours at RT. The reaction mixture was concentrated under vacuum and the residue filtered through a pad of silica (eluting with CH2Cl2/PE, 3:2). The residue was purified by radial thin layer chromatography (eluting with CH2Cl2/PE, 1:4) to afford N-{4-chloro-2-[1-(... Reactants: CN1CCNCC1 (1-methylpiperazine), CCN(C(C)C)C(C)C (DIPEA), solution, ClC1=CC=CC(=N1)C(=O)NC1=C2C=NNC2=CC(=C1)C1=C2C=CNC2=CC=C1 (6-Chloro-N-[6-(1H-indol-4-yl)-1H-indazol-4-yl]-2-pyridinecarboxamide). Solvent: CS(=O)C (DMSO), CS(=O)C.CO (DMSO MeOH). Reaction conditions: temperature 160 celsius. Yields the product N1C=CC2=C(C=CC=C12)C1=CC(=C2C=NNC2=C1)NC(=O)C1=NC(=CC=C1)N1CCN(CC1)C (N-[6-(1H-Indol-4-yl)-1H-indazol-4-yl]-6-(4-methyl-1-piperazinyl)-2-pyridinecarboxamide). The yield is 10.9%. Reaction SMILES: Cl[C:2]1[N:7]=[C:6]([C:8]([NH:10][C:11]2[CH:19]=[C:18]([C:20]3[CH:28]=[CH:27][CH:26]=[C:25]4[C:21]=3[CH:22]=[CH:23][NH:24]4)[CH:17]=[C:16]3[C:12]=2[CH:13]=[N:14][NH:15]3)=[O:9])[CH:5]=[CH:4][CH:3]=1.[CH3:29][N:30]1[CH2:35][CH2:34][NH:33][CH2:32][CH2:31]1.CCN(C(C)C)C(C)C>CS(C)=O.CS(C)=O.CO>[NH:24]1[C:25]2[C:21](=[C:20]([C:18]3[CH:17]=[C:16]4[C:12]([CH:13]=[N:14][NH:15]4)=[C:11]([NH:10][C:8]([C:6]4[CH:5]=[CH:4][CH:3]=[C:2]([N:33]5[CH2:34][CH2:35][N:30]([CH3:29])[CH2:31][CH2:32]5)[N:7]=4)=[O:9])[CH:19]=3)[CH:28]=[CH:27][CH:26]=2)[CH:22]=[CH:23]1 |f:4.5|. Reported procedure: To a microwave vial was added 2 ml of a solution of 6-chloro-N-[6-(1H-indol-4-yl)-1H-indazol-4-yl]-2-pyridinecarboxamide (350 mg, 0.90 mmol, prepared as described in Example 18) in DMSO (14 ml). 1-methylpiperazine (0.029 ml, 0.26 mmol) and DIPEA (0.113 ml) were added and the mixture was heated at 160° C. for 4 h under microwave irradiation. The crude reaction mixture was dissolved in DMSO/MeOH (1:1) and purified by using Mass Directed Automated Preparative HPLC (Method E). Product-containing fra... Reactants: [Si](C)(C)(C(C)(C)C)OC[C@H]1CC(N(C1)[C@H](C)C1=CC=CC=C1)=O ((4S)-4-(tert-Butyldimethylsilyloxy)methyl-2-oxo-1-[(1R)-1-phenylethyl]pyrrolidine), C(C=C)Br (allyl bromide), C[Si]([N-][Si](C)(C)C)(C)C.[Li+] (Lithium hexamethyldisilazide). Run in O1CCCC1 (tetrahydrofuran). Conditions: temperature -5 celsius, time 1 hour. Yields the product C(C=C)[C@@H]1C(N(C[C@H]1CO[Si](C)(C)C(C)(C)C)[C@H](C)C1=CC=CC=C1)=O ((3S,4S)-3-Allyl-4-(tert-butyldimethylsilyloxy)methyl-2-oxo-1-[(1R)-1-phenylethyl]pyrrolidine). Yield: 87.5%. As a reaction SMILES: [Si:1]([O:8][CH2:9][C@@H:10]1[CH2:14][N:13]([C@@H:15]([C:17]2[CH:22]=[CH:21][CH:20]=[CH:19][CH:18]=2)[CH3:16])[C:12](=[O:23])[CH2:11]1)([C:4]([CH3:7])([CH3:6])[CH3:5])([CH3:3])[CH3:2].[CH2:24](Br)[CH:25]=[CH2:26].C[Si](C)(C)[N-][Si](C)(C)C.[Li+]>O1CCCC1>[CH2:26]([C@H:11]1[C@H:10]([CH2:9][O:8][Si:1]([C:4]([CH3:7])([CH3:5])[CH3:6])([CH3:3])[CH3:2])[CH2:14][N:13]([C@@H:15]([C:17]2[CH:18]=[CH:19][CH:20]=[CH:21][CH:22]=2)[CH3:16])[C:12]1=[O:23])[CH:25]=[CH2:24] |f:2.3|. Procedure details: (4S)-4-(tert-Butyldimethylsilyloxy)methyl-2-oxo-1-[(1R)-1-phenylethyl]pyrrolidine (333.5 g, 1.00 mol) and allyl bromide (90.9 mL, 1.05 mol) were dissolved in tetrahydrofuran (1.10 L). Lithium hexamethyldisilazide (1.0 M solution in tetrahydrofuran) (1.10 L, 1.10 mol) was added dropwise at −15° C., and the mixture was stirred at −5° C. for one hour. The reaction solution was extracted with a saturated ammonium chloride solution and ethyl acetate. Then, the organic layer was washed with brine and ... Reactants: ClC1=NC2=CC=CC=C2C(=C1)C#N (2-Chloroquinoline-4-carbonitrile), C(OC)COC (dimethoxyethane), COC(C1=C(C=C(C=C1)B1OC(C(O1)(C)C)(C)C)OCOC)=O (2-methoxymethoxy-4-(4,4,5,5-tetramethyl-[1,3,2]dioxaborolane-2-yl)benzoic acid methyl ester), C([O-])([O-])=O.[Na+].[Na+] (sodium carbonate). Reagents/catalysts: C=1C=CC(=CC1)[P](C=2C=CC=CC2)(C=3C=CC=CC3)[Pd]([P](C=4C=CC=CC4)(C=5C=CC=CC5)C=6C=CC=CC6)([P](C=7C=CC=CC7)(C=8C=CC=CC8)C=9C=CC=CC9)[P](C=1C=CC=CC1)(C=1C=CC=CC1)C=1C=CC=CC1 (tetrakis(triphenylphosphine)palladium). The solvent is O (water), C(C)(=O)OCC (ethyl acetate). Conditions: temperature 150 celsius, time 30 minute. Yields the product COC(C1=C(C=C(C=C1)C1=NC2=CC=CC=C2C(=C1)C#N)O)=O (4-(4-cyanoquinoline-2-yl)-2-hydroxy-benzoic acid methyl ester). The yield is 41.3%. Reaction SMILES: Cl[C:2]1[CH:11]=[C:10]([C:12]#[N:13])[C:9]2[C:4](=[CH:5][CH:6]=[CH:7][CH:8]=2)[N:3]=1.[CH3:14][O:15][C:16](=[O:36])[C:17]1[CH:22]=[CH:21][C:20](B2OC(C)(C)C(C)(C)O2)=[CH:19][C:18]=1[O:32]COC.C(=O)([O-])[O-].[Na+].[Na+].C(COC)OC>C1C=CC([P]([Pd]([P](C2C=CC=CC=2)(C2C=CC=CC=2)C2C=CC=CC=2)([P](C2C=CC=CC=2)(C2C=CC=CC=2)C2C=CC=CC=2)[P](C2C=CC=CC=2)(C2C=CC=CC=2)C2C=CC=CC=2)(C2C=CC=CC=2)C2C=CC=CC=2)=CC=1.C(OCC)(=O)C.O>[CH3:14][O:15][C:16](=[O:36])[C:17]1[CH:22]=[CH:21][C:20]([C:2]2[CH:11]=[C:10]([C:12]#[N:13])[C:9]3[C:4](=[CH:5][CH:6]=[CH:7][CH:8]=3)[N:3]=2)=[CH:19][C:18]=1[OH:32] |f:2.3.4,^1:52,54,73,92|. Procedure: 2-Chloroquinoline-4-carbonitrile (0.15 g), 2-methoxymethoxy-4-(4,4,5,5-tetramethyl-[1,3,2]dioxaborolane-2-yl)benzoic acid methyl ester (0.26 g), tetrakis(triphenylphosphine)palladium (0.045 g) and sodium carbonate (0.16 g) were suspended in a mixed solvent of dimethoxyethane (2 mL) and water (0.5 mL), and the resulting mixture was stirred at 150° C. for 30 minutes using microwave reactor (Biotage). To the reaction mixture was added ethyl acetate, and the mixture was filtered through a Celite pad... The reactants are COC=1C(=CC2=CC=CC=C2C1)C(=O)Cl (3-methoxy-2-naphthoic acid chloride), NC1CN2CCC1CC2 (3-aminoquinuclidine). Run in C(Cl)Cl (methylene chloride), C(Cl)Cl (methylene chloride). Run at time 8 hour. The product is Cl.N12CC(C(CC1)CC2)NC(=O)C2=CC1=CC=CC=C1C=C2OC (N-(1-Azabicyclo[2.2.2]oct-3-yl)-3-methoxy-2-naphthalenecarboxamide, hydrochloride). Yield: 73.2%. RXN SMILES: [CH3:1][O:2][C:3]1[C:4]([C:13]([Cl:15])=[O:14])=[CH:5][C:6]2[C:11]([CH:12]=1)=[CH:10][CH:9]=[CH:8][CH:7]=2.[NH2:16][CH:17]1[CH:22]2[CH2:23][CH2:24][N:19]([CH2:20][CH2:21]2)[CH2:18]1>C(Cl)Cl>[ClH:15].[N:19]12[CH2:24][CH2:23][CH:22]([CH2:21][CH2:20]1)[CH:17]([NH:16][C:13]([C:4]1[C:3]([O:2][CH3:1])=[CH:12][C:11]3[C:6](=[CH:7][CH:8]=[CH:9][CH:10]=3)[CH:5]=1)=[O:14])[CH2:18]2 |f:3.4|. Procedure details: A solution of 1.69 g (0.00768 mole) of 3-methoxy-2-naphthoic acid chloride in 15 ml of methylene chloride was added dropwise to a stirred solution of 0.97 g (0.00768 mole) of 3-aminoquinuclidine in 25 ml of methylene chloride in a closed system equipped with an oil bubbler. The reaction mixture was stirred overnight at ambient temperature, and then concentrated to give an off-white glassy solid. Two recrystallizations from methanol-isopropyl ether gave 1.95 g (73.4%) of the product as an off-whi...